This data is from the Open Reaction Database (ORD), a public repository of structured organic reaction records. The task is: describe an organic reaction: reactants, conditions, products, and yield Starting materials: CCOc1ccc(CC(NC(=O)C(F)(F)F)C(=O)O)cc1, ClCCl, [Cl-], O=C(OC(=O)C(F)(F)F)C(F)(F)F. Yields the product CCOc1ccc2c(c1)C(=O)C(NC(=O)C(F)(F)F)C2. As a reaction SMILES: [CH2:1]([CH3:2])[O:3][c:4]1[cH:5][cH:6][c:7]([CH2:8][CH:9]([NH:10][C:11]([C:12]([F:13])([F:14])[F:15])=[O:16])[C:17](=[O:18])[OH:19])[cH:20][cH:21]1.[CH2:36]([Cl:37])[Cl:38].[Cl-:22].[F:23][C:24]([F:25])([F:26])[C:27]([O:28][C:29](=[O:30])[C:31]([F:32])([F:33])[F:34])=[O:35]>>[CH2:1]([CH3:2])[O:3][c:4]1[cH:5][c:6]2[c:7]([cH:20][cH:21]1)[CH2:8][CH:9]([NH:10][C:11]([C:12]([F:13])([F:14])[F:15])=[O:16])[C:17]2=[O:19]. The reactants are O=C1CCC1, C[Si](C)(C)C#N, ClCCCl, CC(O)(c1ccc(N2CCN(S(=O)(=O)c3cccs3)CC2CN)cc1)C(F)(F)F. Product: CC(O)(c1ccc(N2CCN(S(=O)(=O)c3cccs3)CC2CNC2(C#N)CCC2)cc1)C(F)(F)F. Reaction SMILES: [C:30]1(=[O:34])[CH2:31][CH2:32][CH2:33]1.[CH3:35][Si:36]([C:37]#[N:38])([CH3:39])[CH3:40].[Cl:41][CH2:42][CH2:43][Cl:44].[NH2:1][CH2:2][CH:3]1[N:4]([c:17]2[cH:18][cH:19][c:20]([C:23]([C:24]([F:25])([F:26])[F:27])([CH3:28])[OH:29])[cH:21][cH:22]2)[CH2:5][CH2:6][N:7]([S:9](=[O:10])(=[O:11])[c:12]2[s:13][cH:14][cH:15][cH:16]2)[CH2:8]1>>[NH:1]([CH2:2][CH:3]1[N:4]([c:17]2[cH:18][cH:19][c:20]([C:23]([C:24]([F:25])([F:26])[F:27])([CH3:28])[OH:29])[cH:21][cH:22]2)[CH2:5][CH2:6][N:7]([S:9](=[O:10])(=[O:11])[c:12]2[s:13][cH:14][cH:15][cH:16]2)[CH2:8]1)[C:30]1([C:37]#[N:38])[CH2:31][CH2:32][CH2:33]1. Reactants: ClC1=NC2=CC=C(C=C2C=C1C=O)OC (2-chloro-6-methoxyquinoline-3-carbaldehyde), C(C)N (ethylamine). The solvent is C1CCOC1 (THF). Reaction conditions: temperature 160 celsius, time 6 hour. Yields the product C(C)NC1=NC2=CC=C(C=C2C=C1C=O)OC (2-(Ethylamino)-6-methoxyquinoline-3-carbaldehyde). The yield is 76.0%. As a reaction SMILES: Cl[C:2]1[C:11]([CH:12]=[O:13])=[CH:10][C:9]2[C:4](=[CH:5][CH:6]=[C:7]([O:14][CH3:15])[CH:8]=2)[N:3]=1.[CH2:16]([NH2:18])[CH3:17]>C1COCC1>[CH2:16]([NH:18][C:2]1[C:11]([CH:12]=[O:13])=[CH:10][C:9]2[C:4](=[CH:5][CH:6]=[C:7]([O:14][CH3:15])[CH:8]=2)[N:3]=1)[CH3:17]. Reported procedure: To a stirred solution of 2-chloro-6-methoxyquinoline-3-carbaldehyde (1.51 g, 6.80 mmol) in THF (10 mL) in a 20 mL microwave vial equipped with a magnetic stirrer was added ethylamine (2 M in THF, 33.8 mL, 67.6 mmol) and the mixture was stirred at 160° C. for 6 h under microwave irradiation. After cooling to RT, the volatiles were removed under vacuum at 40° C. and the resulting yellow oil was taken up in a mixture of THF:1 N aq. HCl=1:1 (50 mL) and stirred for 15 min at RT. THF was removed at 40...